Task: describe an organic reaction: reactants, conditions, products, and yield. Dataset: the Open Reaction Database (ORD), a public repository of structured organic reaction records As a reaction SMILES: [C:1]1([CH2:7][C:8]([O:10][CH2:11][CH3:12])=[O:9])[CH:6]=[CH:5][CH:4]=[CH:3][CH:2]=1.[Li+].C[Si]([N-][Si](C)(C)C)(C)C.[F:23][C:24]1[CH:32]=[C:31]([CH3:33])[CH:30]=[CH:29][C:25]=1[C:26](Cl)=[O:27]>C1COCC1>[F:23][C:24]1[CH:32]=[C:31]([CH3:33])[CH:30]=[CH:29][C:25]=1[C:26](=[O:27])[CH:7]([C:1]1[CH:6]=[CH:5][CH:4]=[CH:3][CH:2]=1)[C:8]([O:10][CH2:11][CH3:12])=[O:9] |f:1.2|. Reported procedure: The solution of ethyl 2-phenylacetate (5 g, 30.5 mmol) in THF (20 mL) was cooled to −78° C. and LiHMDS (30.5 mL, 30.5 mmol) was added, followed by prior made solution of 2-fluoro-4-methylbenzoyl chloride in THF (10 mL). The reaction was allowed to warm to room temperature slowly and stirred for 4 h. Quenched with AcOH (2 mL), extracted with EtOAc, washed with brine, dried over MgSO4, and purified by column chromatography to give the title compound as clear liquid (7.10 g). LCMS m/z=301.2 [M+H]+;... Yields the product FC1=C(C=CC(=C1)C)C(C(C(=O)OCC)C1=CC=CC=C1)=O (Ethyl 3-(2-Fluoro-4-methylphenyl)-3-oxo-2-phenylpropanoate). Reaction conditions: time 4 hour. The reactants are [Li+].C[Si](C)(C)[N-][Si](C)(C)C (LiHMDS), C1(=CC=CC=C1)CC(=O)OCC (ethyl 2-phenylacetate), FC1=C(C(=O)Cl)C=CC(=C1)C (2-fluoro-4-methylbenzoyl chloride). The solvent is C1CCOC1 (THF), C1CCOC1 (THF).